Dataset: the Open Reaction Database (ORD), a public repository of structured organic reaction records. Task: describe an organic reaction: reactants, conditions, products, and yield Reactants: ClC1=C(C=CC=C1Cl)C1C(=C(NC=2CNCCS(C21)(=O)=O)C)C(=O)OCC (Ethyl 9-(2,3-Dichlorophenyl)-1,1-dioxo -2,3,4,5,6,9-hexahydro-7-methylpyrido-[2,3-f][1,4]thiazepine-8-carboxylate), O (water), C=O (formaldehyde), C(#N)[BH3-].[Na+] (sodium cyanoborohydride). The reagents and catalysts are CC(=O)O (AcOH). Run in C(C)#N (acetonitrile). Conditions: time 15 minute. The product is ClC1=C(C=CC=C1Cl)C1C(=C(NC=2CN(CCS(C21)(=O)=O)C)C)C(=O)OCC (Ethyl 9-(2,3-Dichlorophenyl)-4,7-dimethyl -1,1-dioxo-2,3,4,5,6,9-hexahydropyrido -[2.3-f][1.41thiazepine-8-carboxylate). RXN SMILES: [Cl:1][C:2]1[C:7]([Cl:8])=[CH:6][CH:5]=[CH:4][C:3]=1[CH:9]1[C:19]2[S:18](=[O:21])(=[O:20])[CH2:17][CH2:16][NH:15][CH2:14][C:13]=2[NH:12][C:11]([CH3:22])=[C:10]1[C:23]([O:25][CH2:26][CH3:27])=[O:24].C=O.[C:30]([BH3-])#N.[Na+].O>C(#N)C.CC(O)=O>[Cl:1][C:2]1[C:7]([Cl:8])=[CH:6][CH:5]=[CH:4][C:3]=1[CH:9]1[C:19]2[S:18](=[O:20])(=[O:21])[CH2:17][CH2:16][N:15]([CH3:30])[CH2:14][C:13]=2[NH:12][C:11]([CH3:22])=[C:10]1[C:23]([O:25][CH2:26][CH3:27])=[O:24] |f:2.3|. Procedure details: A mixture of ethyl 9-(2,3-dichlorophenyl)-1,1-dioxo-2,3,4,5,6,9-hexahydro-7-methylpyrido-[2,3-f][1,4]thiazepine-8-carboxylate (0.500 g, 1.16 mmole) from Example 8, in acetonitrile (10 mL) was treated with formaldehyde (0.240 g, 37% aqueous solution) and sodium cyanoborohydride (0.062 g, 1.16 mmole). After 15 minutes, 6 drops of AcOH were added and the reaction was stirred for 1 hour. Then, 30 mL of water were added and the reaction mixture was extracted with 3×40 mL of chloroform. The pH was adj... Yield: 69.9%. Reaction SMILES: [C:1]([C:5]1([CH:8]([N:10]2[CH:14]=[N:13][CH:12]=[N:11]2)[CH3:9])[CH2:7][O:6]1)([CH3:4])([CH3:3])[CH3:2].[F:15][C:16]1[CH:21]=[CH:20][C:19]([OH:22])=[CH:18][CH:17]=1>COCCOCCOC.O.[OH-].[Li+]>[F:15][C:16]1[CH:21]=[CH:20][C:19]([O:22][CH2:7][C:5]([C:1]([CH3:2])([CH3:4])[CH3:3])([OH:6])[CH:8]([CH3:9])[N:10]2[CH:14]=[N:13][CH:12]=[N:11]2)=[CH:18][CH:17]=1 |f:3.4.5|. Reactants: C(C)(C)(C)C1(OC1)C(C)N1N=CN=C1 (2-tert-butyl-2-[1-(1H-1,2,4-triazol-1-yl)ethyl]-oxirane), FC1=CC=C(C=C1)O (4-fluorophenol), ice water. Procedure: A mixture of 10.0 g of 2-tert-butyl-2-[1-(1H-1,2,4-triazol-1-yl)ethyl]-oxirane, 6.4 g of 4-fluorophenol and 0.1 g of lithium hydroxide hydrate in 10 ml of diethylene glycol dimethyl ether is heated for 18 hours to 150° C. After it has cooled, the reaction mixture is poured into ice-water and extracted with ether. The organic phase is washed with water and a saturated solution of sodium chloride, dried and concentrated. Chromatography over silica gel with a 3:1 mixture of ethyl acetate/toluene as... The reagents and catalysts are O.[OH-].[Li+] (lithium hydroxide hydrate). The product is FC1=CC=C(OCC(C(N2N=CN=C2)C)(O)C(C)(C)C)C=C1 (1-(4-fluorophenoxy)-2-tert-butyl-2-hydroxy-3-methyl-3-(1H-1,2,4-triazol-1-yl)propane). Run in COCCOCCOC (diethylene glycol dimethyl ether). Reactants: C(C)OC(=O)C=1C(=NC(=NC1)C1=CC=CC=C1)Cl (4-chloro-2-phenyl-5-pyrimidine carboxylic acid ethyl ester), NC1=CC=CC=C1 (aniline). Solvent: C(C)O (ethanol). Product: C(C)OC(=O)C=1C(=NC(=NC1)C1=CC=CC=C1)NC1=CC=CC=C1 (4-anilino-2-phenyl-5-pyrimidine carboxylic acid ethyl ester). RXN SMILES: [CH2:1]([O:3][C:4]([C:6]1[C:7](Cl)=[N:8][C:9]([C:12]2[CH:17]=[CH:16][CH:15]=[CH:14][CH:13]=2)=[N:10][CH:11]=1)=[O:5])[CH3:2].[NH2:19][C:20]1[CH:25]=[CH:24][CH:23]=[CH:22][CH:21]=1>C(O)C>[CH2:1]([O:3][C:4]([C:6]1[C:7]([NH:19][C:20]2[CH:25]=[CH:24][CH:23]=[CH:22][CH:21]=2)=[N:8][C:9]([C:12]2[CH:17]=[CH:16][CH:15]=[CH:14][CH:13]=2)=[N:10][CH:11]=1)=[O:5])[CH3:2]. Procedure: A mixture of 10 g. (0.038 mole) of 4-chloro-2-phenyl-5-pyrimidine carboxylic acid ethyl ester and 7.1 g. (0.076 mole) of aniline in 200 ml. of ethanol was refluxed for 3 hours. Upon cooling a yellow solid precipitated from the solution. This was filtered off and rinsed with ethanol to give 4-anilino-2-phenyl-5-pyrimidine carboxylic acid ethyl ester, m.p. 98°-100° C. No further purification was done and the product was used directly in the next step. The reactants are CC(C)(C)OC(=O)NC(C(=O)O)C1CCCCC1, CC(C)N1CC(=O)N(C)c2cnc(Nc3cc(N)cc(S(C)(=O)=O)c3)nc21. Reaction SMILES: [C:1]([CH3:2])([CH3:3])([CH3:4])[O:5][C:6](=[O:7])[NH:8][CH:9]([C:10](=[O:11])[OH:12])[CH:13]1[CH2:14][CH2:15][CH2:16][CH2:17][CH2:18]1.[NH2:19][c:20]1[cH:21][c:22]([NH:30][c:31]2[n:32][c:33]3[c:38]([cH:39][n:40]2)[N:37]([CH3:41])[C:36](=[O:42])[CH2:35][N:34]3[CH:43]([CH3:44])[CH3:45])[cH:23][c:24]([S:26](=[O:27])(=[O:28])[CH3:29])[cH:25]1>>[C:1]([CH3:2])([CH3:3])([CH3:4])[O:5][C:6](=[O:7])[NH:8][CH:9]([C:10](=[O:12])[NH:19][c:20]1[cH:21][c:22]([NH:30][c:31]2[n:32][c:33]3[c:38]([cH:39][n:40]2)[N:37]([CH3:41])[C:36](=[O:42])[CH2:35][N:34]3[CH:43]([CH3:44])[CH3:45])[cH:23][c:24]([S:26](=[O:27])(=[O:28])[CH3:29])[cH:25]1)[CH:13]1[CH2:14][CH2:15][CH2:16][CH2:17][CH2:18]1. Yields the product CC(C)N1CC(=O)N(C)c2cnc(Nc3cc(NC(=O)C(NC(=O)OC(C)(C)C)C4CCCCC4)cc(S(C)(=O)=O)c3)nc21. Starting materials: ClC1=C(COC=2C=CC=C3C(=CC(=NC23)C)N2C=NC=C2)C(=CC=C1N(C)C(CN1C(C=2C(C1=O)=CC=CC2)=O)=O)Cl (8-[2,6-dichloro-3-(N-phthalimidoacetyl-N-methylamino)benzyloxy]-4-(imidazol-1-yl)-2-methylquinoline), O.NN (hydrazine monohydrate). The solvent is C(C)O (ethanol). Yields the product NCC(=O)N(C)C=1C(=C(COC=2C=CC=C3C(=CC(=NC23)C)N2C=NC=C2)C(=CC1)Cl)Cl (8-[3-(N-glycyl-N-methylamino)-2,6-dichlorobenzyloxy]-4-(imidazol-1-yl)-2-methylquinoline). Yield: 100.3%. As a reaction SMILES: [Cl:1][C:2]1[C:25]([N:26]([C:28](=[O:41])[CH2:29][N:30]2C(=O)C3=CC=CC=C3C2=O)[CH3:27])=[CH:24][CH:23]=[C:22]([Cl:42])[C:3]=1[CH2:4][O:5][C:6]1[CH:7]=[CH:8][CH:9]=[C:10]2[C:15]=1[N:14]=[C:13]([CH3:16])[CH:12]=[C:11]2[N:17]1[CH:21]=[CH:20][N:19]=[CH:18]1.O.NN>C(O)C>[NH2:30][CH2:29][C:28]([N:26]([C:25]1[C:2]([Cl:1])=[C:3]([C:22]([Cl:42])=[CH:23][CH:24]=1)[CH2:4][O:5][C:6]1[CH:7]=[CH:8][CH:9]=[C:10]2[C:15]=1[N:14]=[C:13]([CH3:16])[CH:12]=[C:11]2[N:17]1[CH:21]=[CH:20][N:19]=[CH:18]1)[CH3:27])=[O:41] |f:1.2|. Procedure: To a suspension of 8-[2,6-dichloro-3-(N-phthalimidoacetyl-N-methylamino)benzyloxy]-4-(imidazol-1-yl)-2-methylquinoline (1.91 g) in ethanol (19 ml) was added hydrazine monohydrate (318 mg), and the mixture was refluxed for 1 hour. After cooling, the resulting precipitates was filtered off. The filtrate was concentrated in vacuo, and the residue was dissolved in chloroform. Insoluble material was filtered off, and the filtrate was concentrated in vacuo. The residue was pulverized with diisopropyl ... Reactants: CCOC(=O)C (EtOAc), FC1=NC=C(C(=O)O)C=C1 (6-fluoronicotinic acid), Amide, CC=1C=CC=2N(C1)C=C(N2)C2=CC=C(N)C=C2 (4-(6-methylimidazo[1,2-a]pyridin-2-yl)aniline), C(C)(C)N(CC)C(C)C (diisopropylethylamine). The solvent is C1CCOC1 (THF), S(=O)(Cl)Cl (thionyl chloride). The product is FC1=CC=C(C=N1)C(=O)NC1=CC=C(C=C1)C=1N=C2N(C=C(C=C2)C)C1 (6-Fluoro-N-[4-(6-methylimidazo[1,2-a]pyridin-2-yl)phenyl]pyridine-3-carboxamide). The yield is 60.0%. RXN SMILES: [F:1][C:2]1[CH:10]=[CH:9][C:5]([C:6]([OH:8])=O)=[CH:4][N:3]=1.[CH3:11][C:12]1[CH:13]=[CH:14][C:15]2[N:16]([CH:18]=[C:19]([C:21]3[CH:27]=[CH:26][C:24]([NH2:25])=[CH:23][CH:22]=3)[N:20]=2)[CH:17]=1.C(N(C(C)C)CC)(C)C.CCOC(C)=O>S(Cl)(Cl)=O.C1COCC1>[F:1][C:2]1[N:3]=[CH:4][C:5]([C:6]([NH:25][C:24]2[CH:23]=[CH:22][C:21]([C:19]3[N:20]=[C:15]4[CH:14]=[CH:13][C:12]([CH3:11])=[CH:17][N:16]4[CH:18]=3)=[CH:27][CH:26]=2)=[O:8])=[CH:9][CH:10]=1. Procedure details: A stirred suspension of 6-fluoronicotinic acid (80 mg, 0.414 mmol) in thionyl chloride (2 ml) was heated under reflux for 4 h. The excess reagent was then removed under reduced pressure to give a crude solid. The amide was prepared as described in the Amide Coupling section using the crude solid and 4-(6-methylimidazo[1,2-a]pyridin-2-yl)aniline (92 mg, 0.414 mmol) in dry THF (13 ml) and diisopropylethylamine (106 μl, 0.608 mmol) to give the title compound (86 mg, 60%) as a colourless solid after... The product is CC1=C(C=CC=2C(OCC21)=O)C(CN2CCNCC2)C (4-Methyl-5-(1-methyl-2-piperazin-1-ylethyl)-2-benzofuran-1(3H)-one). The reactants are C(C)(C)(C)OC(=O)N1CCN(CC1)CC(C)C1=C(C2=C(C(OC2)=O)C=C1)C (tert-Butyl-4-[2-(4-methyl-1-oxo-1,3-dihydro-2-benzofuran-5-yl)propyl]piperazine-1-carboxylate). Solvent: C(=O)(C(F)(F)F)O (TFA). Reaction SMILES: C(OC([N:8]1[CH2:13][CH2:12][N:11]([CH2:14][CH:15]([C:17]2[CH:26]=[CH:25][C:20]3[C:21](=[O:24])[O:22][CH2:23][C:19]=3[C:18]=2[CH3:27])[CH3:16])[CH2:10][CH2:9]1)=O)(C)(C)C>C(O)(C(F)(F)F)=O>[CH3:27][C:18]1[C:19]2[CH2:23][O:22][C:21](=[O:24])[C:20]=2[CH:25]=[CH:26][C:17]=1[CH:15]([CH3:16])[CH2:14][N:11]1[CH2:12][CH2:13][NH:8][CH2:9][CH2:10]1. Procedure details: tert-Butyl-4-[2-(4-methyl-1-oxo-1,3-dihydro-2-benzofuran-5-yl)propyl]piperazine-1-carboxylate (160 mg, 0.43 mmol) was stirred in TFA (3 mL) at r.t for 3 hr. The reaction was concentrated and pump over high vacuum pump overnight to give the desired product, which could be converted to it's freebase by partitioning between an organic solvent and saturated NaHCO3 solution. LC-MS (IE, m/z): 275.38 [M+1]−; tR=0.38 min.